Dataset: the Open Reaction Database (ORD), a public repository of structured organic reaction records. Task: describe an organic reaction: reactants, conditions, products, and yield The reactants are ClC1=CC(=C(CN2N=CC3=CC(=CC=C23)\C=C/2\C(NC(S2)=O)=O)C=C1)C(F)(F)F ((5Z)-5-({1-[4-chloro-2-(trifluoromethyl)benzyl]-1H-indazol-5-yl}methylidene)-2,4-dioxo-1,3-thiazolidine), C(C)(C)(C)NS(=O)(=O)CCl (N-tert-butyl-1-chloromethanesulfonamide). Yields the product C(C)(C)(C)NS(=O)(=O)CN1C(S\C(\C1=O)=C/C=1C=C2C=NN(C2=CC1)CC1=C(C=C(C=C1)Cl)C(F)(F)F)=O (N-tert-Butyl-1-[(5Z)-5-({1-[4-chloro-2-(trifluoromethyl)benzyl]-1H-indazol-5-yl}methylidene)-2,4-dioxo-1,3-thiazolidin-3-yl]methanesulfonamide). As a reaction SMILES: [Cl:1][C:2]1[CH:25]=[CH:24][C:5]([CH2:6][N:7]2[C:15]3[C:10](=[CH:11][C:12](/[CH:16]=[C:17]4/[C:18](=[O:23])[NH:19][C:20](=[O:22])[S:21]/4)=[CH:13][CH:14]=3)[CH:9]=[N:8]2)=[C:4]([C:26]([F:29])([F:28])[F:27])[CH:3]=1.[C:30]([NH:34][S:35]([CH2:38]Cl)(=[O:37])=[O:36])([CH3:33])([CH3:32])[CH3:31]>>[C:30]([NH:34][S:35]([CH2:38][N:19]1[C:18](=[O:23])/[C:17](=[CH:16]/[C:12]2[CH:11]=[C:10]3[C:15](=[CH:14][CH:13]=2)[N:7]([CH2:6][C:5]2[CH:24]=[CH:25][C:2]([Cl:1])=[CH:3][C:4]=2[C:26]([F:27])([F:29])[F:28])[N:8]=[CH:9]3)/[S:21][C:20]1=[O:22])(=[O:37])=[O:36])([CH3:33])([CH3:32])[CH3:31]. Procedure details: N-tert-Butyl-1-[(5Z)-5-({1-[4-chloro-2-(trifluoromethyl)benzyl]-1H-indazol-5-yl}methylidene)-2,4-dioxo-1,3-thiazolidin-3-yl]methanesulfonamide was prepared from [(5Z)-5-({1-[4-chloro-2-(trifluoromethyl)benzyl]-1H-indazol-5-yl}methylidene)-2,4-dioxo-1,3-thiazolidine (from Example 1) and N-tert-butyl-1-chloromethanesulfonamide following General Procedure H. The reactants are CC1=C(C=NC=C1)N1C(NCC1)=O (1-(4-methyl-pyridin-3-yl)-imidazolidin-2-one), BrC=1SC=CC1 (2-bromo-thiophene), N[C@H]1[C@@H](CCCC1)N (trans-1,2-diamino cyclohexane), C([O-])([O-])=O.[K+].[K+] (potassium carbonate). Reagents/catalysts: [Cu](I)I (copper iodide). Solvent: O1CCOCC1 (1,4-dioxane). The product is CC1=C(C=NC=C1)N1C(N(CC1)C=1SC=CC1)=O (1-(4-Methyl-pyridin-3-yl)-3-thiophen-2-yl-imidazolidin-2-one). Yield: 109.3%. Reaction SMILES: [CH3:1][C:2]1[CH:7]=[CH:6][N:5]=[CH:4][C:3]=1[N:8]1[CH2:12][CH2:11][NH:10][C:9]1=[O:13].Br[C:15]1[S:16][CH:17]=[CH:18][CH:19]=1.N[C@@H]1CCCC[C@H]1N.C(=O)([O-])[O-].[K+].[K+]>[Cu](I)I.O1CCOCC1>[CH3:1][C:2]1[CH:7]=[CH:6][N:5]=[CH:4][C:3]=1[N:8]1[CH2:12][CH2:11][N:10]([C:15]2[S:16][CH:17]=[CH:18][CH:19]=2)[C:9]1=[O:13] |f:3.4.5|. Reported procedure: Using the same reaction conditions as in Example 14, 1-(4-methyl-pyridin-3-yl)-imidazolidin-2-one (I-14b: 150 mg, 0.847 mmol) was reacted with 2-bromo-thiophene (0.08 mL, 0.847 mmol), 1,4-dioxane (10 mL), copper iodide (16.13 mg, 0.0847 mmol), trans-1,2-diamino cyclohexane (0.03 mL) and potassium carbonate (233 mg, 1.694 mmol) to afford the crude product. Purification by column chromatography on silica gel (1% MeOH in DCM) afforded 240 mg of the product (48.4% yield).